Task: describe an organic reaction: reactants, conditions, products, and yield. Dataset: the Open Reaction Database (ORD), a public repository of structured organic reaction records Procedure: (S)-2-amino-2-cyclohexyl-1,1-bis-(4-methoxyphenyl)ethanol (71.1 mg, 0.2 mmol), dry tetrahydrofuran (2 mL) and trimethylborate (27.2 μL, 0.24mmol) were added to a dry flask and stirred under an atmosphere of nitrogen for 1.5 hours to form a solution of (S)-4-cyclohexyl-5,5-bis-(4-methoxyphenyl)-2-methoxy-1,3,2-oxazaborolidine. Borane dimethylsulfide complex (100 μL, 1.0 mmol) was added to this solution and the mixture was stirred at room temperature for a further 30 minutes. A solution of 3,5-(bi... Reaction SMILES: [NH2:1][C@@H:2]([CH:21]1[CH2:26][CH2:25][CH2:24][CH2:23][CH2:22]1)[C:3]([C:13]1[CH:18]=[CH:17][C:16]([O:19][CH3:20])=[CH:15][CH:14]=1)([C:5]1[CH:10]=[CH:9][C:8]([O:11][CH3:12])=[CH:7][CH:6]=1)[OH:4].[CH3:27][O:28][B:29](OC)OC>O1CCCC1>[CH:21]1([C@H:2]2[C:3]([C:5]3[CH:6]=[CH:7][C:8]([O:11][CH3:12])=[CH:9][CH:10]=3)([C:13]3[CH:18]=[CH:17][C:16]([O:19][CH3:20])=[CH:15][CH:14]=3)[O:4][B:29]([O:28][CH3:27])[NH:1]2)[CH2:26][CH2:25][CH2:24][CH2:23][CH2:22]1. Yields the product C1(CCCCC1)[C@@H]1NB(OC1(C1=CC=C(C=C1)OC)C1=CC=C(C=C1)OC)OC ((S)-4-cyclohexyl-5,5-bis-(4-methoxyphenyl)-2-methoxy-1,3,2-oxazaborolidine). Starting materials: N[C@H](C(O)(C1=CC=C(C=C1)OC)C1=CC=C(C=C1)OC)C1CCCCC1 ((S)-2-amino-2-cyclohexyl-1,1-bis-(4-methoxyphenyl)ethanol), COB(OC)OC (trimethylborate). Solvent: O1CCCC1 (tetrahydrofuran). Reaction conditions: time 1.5 hour. Starting materials: FC(C(=O)O)(F)F (Trifluoroacetic acid), [Si](C)(C)(C(C)(C)C)OCC(=O)O[C@@H]1[C@H](O[C@H]([C@@H]1O)N1C2=NC=NC(=C2N=C1)N)COP(=O)(O)O[C@@H]1[C@H](O[C@H](C1)N1C(N=C(C=C1)N)=O)COP(=O)(O)O ((2R,3S,4R,5R)-2-((((2R,3S,5R)-5-(4-amino-2-oxopyrimidin-1(2H)-yl)-2-(phosphonooxymethyl)tetrahydrofuran-3-yloxy)(hydroxy)phosphoryloxy)methyl)-5-(6-amino-9H-purin-9-yl)-4-hydroxytetrahydrofuran-3-yl 2-(tert-butyldimethylsilyloxy)acetate), [Si](C)(C)(C(C)(C)C)OCC(=O)O[C@@H]1[C@H](O[C@H]([C@@H]1O)N1C2=NC=NC(=C2N=C1)N)COP(=O)(O)O[C@@H]1[C@H](O[C@H](C1)N1C(N=C(C=C1)N)=O)COP(=O)(O)O ((2R,3S,4R,5R)-2-((((2R,3S,5R)-5-(4-amino-2-oxopyrimidin-1(2H)-yl)-2-(phosphonooxymethyl)tetrahydrofuran-3-yloxy)(hydroxy)phosphoryloxy)methyl)-5-(6-amino-9H-purin-9-yl)-4-hydroxytetrahydrofuran-3-yl 2-(tert-butyldimethylsilyloxy)acetate). The solvent is ClCCl (dichloromethane). Reaction conditions: time 30 minute. Yields the product OCC(=O)O[C@@H]1[C@H](O[C@H]([C@@H]1O)N1C2=NC=NC(=C2N=C1)N)COP(=O)(O)O[C@@H]1[C@H](O[C@H](C1)N1C(N=C(C=C1)N)=O)COP(=O)(O)O ((2R,3S,4R,5R)-2-((((2R,3S,5R)-5-(4-amino-2-oxopyrimidin-1(2H)-yl)-2-(phosphonooxymethyl)tetrahydrofuran-3-yloxy)(hydroxy)phosphoryloxy)methyl)-5-(6-amino-9H-purin-9-yl)-4-hydroxytetrahydrofuran-3-yl 2-hydroxyacetate). Yield: 23.2%. As a reaction SMILES: FC(F)(F)C(O)=O.[Si]([O:15][CH2:16][C:17]([O:19][C@H:20]1[C@@H:24]([OH:25])[C@H:23]([N:26]2[CH:34]=[N:33][C:32]3[C:27]2=[N:28][CH:29]=[N:30][C:31]=3[NH2:35])[O:22][C@@H:21]1[CH2:36][O:37][P:38]([O:41][C@H:42]1[CH2:46][C@H:45]([N:47]2[CH:52]=[CH:51][C:50]([NH2:53])=[N:49][C:48]2=[O:54])[O:44][C@@H:43]1[CH2:55][O:56][P:57]([OH:60])([OH:59])=[O:58])([OH:40])=[O:39])=[O:18])(C(C)(C)C)(C)C>ClCCl>[OH:15][CH2:16][C:17]([O:19][C@H:20]1[C@@H:24]([OH:25])[C@H:23]([N:26]2[CH:34]=[N:33][C:32]3[C:27]2=[N:28][CH:29]=[N:30][C:31]=3[NH2:35])[O:22][C@@H:21]1[CH2:36][O:37][P:38]([O:41][C@H:42]1[CH2:46][C@H:45]([N:47]2[CH:52]=[CH:51][C:50]([NH2:53])=[N:49][C:48]2=[O:54])[O:44][C@@H:43]1[CH2:55][O:56][P:57]([OH:59])([OH:60])=[O:58])([OH:40])=[O:39])=[O:18]. Procedure details: Trifluoroacetic acid (2 ml) was added to a solution of (2R,3S,4R,5R)-2-((((2R,3S,5R)-5-(4-amino-2-oxopyrimidin-1(2H)-yl)-2-(phosphonooxymethyl)tetrahydrofuran-3-yloxy)(hydroxy)phosphoryloxy)methyl)-5-(6-amino-9H-purin-9-yl)-4-hydroxytetrahydrofuran-3-yl 2-(tert-butyldimethylsilyloxy)acetate (Compound 22) (70.0 mg, 87 μmol) in dichloromethane (2 ml) at room temperature, and the mixture was stirred at the same temperature for 30 minutes. Following concentration under reduced pressure, the resultin... Yields the product CCC(Oc1cccc(CN(CCCOc2ccc(OC)cc2)c2nc3ccccc3o2)c1)C(=O)OCc1ccccc1. RXN SMILES: [C:31](=[O:32])([O-:33])[O-:34].[CH3:58][CH2:59][O:60][C:61](=[O:62])[CH3:63].[CH3:64][C:65]#[N:66].[F:37][C:38]([F:39])([F:40])[S:41]([O:42][CH:43]([C:44](=[O:45])[O:46][CH2:47][c:48]1[cH:49][cH:50][cH:51][cH:52][cH:53]1)[CH2:54][CH3:55])(=[O:56])=[O:57].[K+:35].[K+:36].[o:1]1[c:2]([N:10]([CH2:11][CH2:12][CH2:13][O:14][c:15]2[cH:16][cH:17][c:18]([O:21][CH3:22])[cH:19][cH:20]2)[CH2:23][c:24]2[cH:25][c:26]([OH:30])[cH:27][cH:28][cH:29]2)[n:3][c:4]2[c:5]1[cH:6][cH:7][cH:8][cH:9]2>>[o:1]1[c:2]([N:10]([CH2:11][CH2:12][CH2:13][O:14][c:15]2[cH:16][cH:17][c:18]([O:21][CH3:22])[cH:19][cH:20]2)[CH2:23][c:24]2[cH:25][c:26]([O:30][CH:43]([C:44](=[O:45])[O:46][CH2:47][c:48]3[cH:49][cH:50][cH:51][cH:52][cH:53]3)[CH2:54][CH3:55])[cH:27][cH:28][cH:29]2)[n:3][c:4]2[c:5]1[cH:6][cH:7][cH:8][cH:9]2. Starting materials: O=C([O-])[O-], CCOC(C)=O, CC#N, CCC(OS(=O)(=O)C(F)(F)F)C(=O)OCc1ccccc1, [K+], [K+], COc1ccc(OCCCN(Cc2cccc(O)c2)c2nc3ccccc3o2)cc1.